The task is: describe an organic reaction: reactants, conditions, products, and yield. This data is from the Open Reaction Database (ORD), a public repository of structured organic reaction records. The reactants are NC[C@H](C(=O)OCC)[C@@H](C)O[Si](C)(C)C(C)(C)C (ethyl (2S,3R)-2-aminomethyl-3-(t-butyldimethylsilyloxy)butanoate), C[Si](N[Si](C)(C)C)(C)C (1,1,1,3,3,3-hexamethyldisilazane). Run at temperature 70 celsius, time 15 hour. The product is [Si](C)(C)(C(C)(C)C)O[C@H](C)[C@H]1C(NC1)=O ((3S)-3-[ (1R)-1-(t-butyldimethylsilyloxy)ethyl]-azetidin-2-one). Yield: 73.2%. Reaction SMILES: [NH2:1][CH2:2][C@@H:3]([C@H:9]([O:11][Si:12]([C:15]([CH3:18])([CH3:17])[CH3:16])([CH3:14])[CH3:13])[CH3:10])[C:4](OCC)=[O:5].C[Si](C)(C)N[Si](C)(C)C>>[Si:12]([O:11][C@@H:9]([C@@H:3]1[CH2:2][NH:1][C:4]1=[O:5])[CH3:10])([C:15]([CH3:18])([CH3:17])[CH3:16])([CH3:14])[CH3:13]. Reported procedure: A mixture of ethyl (2S,3R)-2-aminomethyl-3-(t-butyldimethylsilyloxy)butanoate (1.38 g) and 1,1,1,3,3,3-hexamethyldisilazane (1.58 ml) was stirred at 70° C. for 15 hours, and then concentrated under reduced pressure. The residue was dissolved in 50 ml of tetrahydrofuran and 1.1N t-butylmagnesium chloride in tetrahydrofuran (15 ml) was added dropwise thereto at room temperature. After stirring for 30 minutes, the reaction mixture was quenched with water (10 ml), and diluted with ethyl acetate (50 ... Product: CCOC(=O)CCCCc1cn(-c2cccnc2)c2ccccc12. Reaction SMILES: [BH3:31].[C:26]([NH2:27])([CH3:28])([CH3:29])[CH3:30].[CH3:32][C:33](=[O:34])[OH:35].[O:1]=[C:2]([CH2:3][CH2:4][CH2:5][C:6](=[O:7])[O:8][CH2:9][CH3:10])[c:11]1[cH:12][n:13](-[c:20]2[cH:21][n:22][cH:23][cH:24][cH:25]2)[c:14]2[cH:15][cH:16][cH:17][cH:18][c:19]12>>[CH2:2]([CH2:3][CH2:4][CH2:5][C:6](=[O:7])[O:8][CH2:9][CH3:10])[c:11]1[cH:12][n:13](-[c:20]2[cH:21][n:22][cH:23][cH:24][cH:25]2)[c:14]2[cH:15][cH:16][cH:17][cH:18][c:19]12. Reactants: B, CC(C)(C)N, CC(=O)O, CCOC(=O)CCCC(=O)c1cn(-c2cccnc2)c2ccccc12. The reactants are N([C@@H](CCCCNC(=O)OC(C)(C)C)C(=O)N[C@@H](CC1=CC=CC=C1)C(=O)NN)C(=O)OCC1=CC=CC=C1 (Z-Lys(BOC)-Phe-NH-NH2), Cl (HCl), N(=O)OC(C)(C)C (t-butyl nitrite), COC(=O)[C@H](CC1=CN=CN1)N.Cl.Cl (H-His-OMe. 2 HCl). Solvent: C(C)N(CC)CC (triethylamine), CN(C=O)C (dimethylformamide), O1CCOCC1 (dioxane), C(C)N(CC)CC (triethylamine), O (water), C(C)N(CC)CC (triethylamine). Conditions: temperature 0 celsius, time 10 minute. The product is N([C@@H](CCCCNC(=O)OC(C)(C)C)C(=O)N[C@@H](CC1=CC=CC=C1)C(=O)N[C@@H](CC1=CNC=N1)C(=O)OC)C(=O)OCC1=CC=CC=C1 (Z-Lys(BOC)-Phe-His-OMe). Reaction SMILES: [NH:1]([C:30]([O:32][CH2:33][C:34]1[CH:39]=[CH:38][CH:37]=[CH:36][CH:35]=1)=[O:31])[C@H:2]([C:15]([NH:17][C@H:18]([C:26]([NH:28]N)=[O:27])[CH2:19][C:20]1[CH:25]=[CH:24][CH:23]=[CH:22][CH:21]=1)=[O:16])[CH2:3][CH2:4][CH2:5][CH2:6][NH:7][C:8]([O:10][C:11]([CH3:14])([CH3:13])[CH3:12])=[O:9].Cl.N(OC(C)(C)C)=O.[CH3:48][O:49][C:50]([C@@H:52](N)[CH2:53][C:54]1[NH:58][CH:57]=[N:56][CH:55]=1)=[O:51].Cl.Cl>CN(C)C=O.O1CCOCC1.O.C(N(CC)CC)C>[NH:1]([C:30]([O:32][CH2:33][C:34]1[CH:39]=[CH:38][CH:37]=[CH:36][CH:35]=1)=[O:31])[C@H:2]([C:15]([NH:17][C@H:18]([C:26]([NH:28][C@H:52]([C:50]([O:49][CH3:48])=[O:51])[CH2:53][C:54]1[N:58]=[CH:57][NH:56][CH:55]=1)=[O:27])[CH2:19][C:20]1[CH:25]=[CH:24][CH:23]=[CH:22][CH:21]=1)=[O:16])[CH2:3][CH2:4][CH2:5][CH2:6][NH:7][C:8]([O:10][C:11]([CH3:14])([CH3:13])[CH3:12])=[O:9] |f:3.4.5|. Procedure: 5.4 g of Z-Lys(BOC)-Phe-NH-NH2 in 40 ml of dimethylformamide are mixed at -16°C with 6.8 ml of 3.66 N HCl in dioxane and then with 1.5 ml of t-butyl nitrite. After 10 minutes at -10°C to -15°C, 3.5 ml of triethylamine are added. 3.64 g of H-His-OMe. 2 HCl are added in the solid form and 4.2 ml of triethylamine are thereafter added dropwise. The mixture is allowed to warm to 0°C over the course of 1 hour, with a pH of about 7 being set up by adding a total of 0.8 ml of triethylamine. After stirri... Starting materials: ClC=1N=C(C2=C(N1)C=CC(=N2)CO)N2CCOCC2 ((2-chloro-4-morpholinopyrido[3,2-d]pyrimidin-6-yl)methanol), [Cr](=O)(=O)([O-])Cl.[NH+]1=CC=CC=C1 (pyridinium chlorochromate). Run in ClCCl (dichloromethane). Product: ClC=1N=C(C2=C(N1)C=CC(=N2)C=O)N2CCOCC2 (2-chloro-4-morpholinopyrido[3,2-d]pyrimidine-6-carbaldehyde). The yield is 69.5%. RXN SMILES: [Cl:1][C:2]1[N:3]=[C:4]([N:14]2[CH2:19][CH2:18][O:17][CH2:16][CH2:15]2)[C:5]2[N:11]=[C:10]([CH2:12][OH:13])[CH:9]=[CH:8][C:6]=2[N:7]=1.[Cr](Cl)([O-])(=O)=O.[NH+]1C=CC=CC=1>ClCCl>[Cl:1][C:2]1[N:3]=[C:4]([N:14]2[CH2:15][CH2:16][O:17][CH2:18][CH2:19]2)[C:5]2[N:11]=[C:10]([CH:12]=[O:13])[CH:9]=[CH:8][C:6]=2[N:7]=1 |f:1.2|. Procedure: (2-chloro-4-morpholinopyrido[3,2-d]pyrimidin-6-yl)methanol 6 (1 g) was reacted with pyridinium chlorochromate (1.1 eq) overnight at room temperature in dichloromethane (25 mL). The reaction was filtered thru celite and run thru a silica plug to get 0.69 g of 2-chloro-4-morpholinopyrido[3,2-d]pyrimidine-6-carbaldehyde as a yellow solid after evaporation. Starting materials: C(C)(C)C1=C(OC(C(=O)O)C)C=CC=C1 ((2RS)-2-(2-isopropylphenoxy)propionic acid), [Si](C)(C)(C(C)(C)C)O[C@@H]1C=C2C=C[C@@H]([C@@H]([C@H]2[C@H](C1)O)CC[C@@H]1C[C@H](CC(O1)=O)O[Si](C)(C)C(C)(C)C)C ((4R,6R)-6-{(1S,2S,6S,8S,8aR)-2-[1,2,6,7,8,8a-hexahydro-6-t-butyldimethylsilyloxy-8-hydroxy-2-methyl-1-naphthyl]ethyl}tetrahydro-4-t-butyldimethylsilyloxy-2H-pyran-2-one). Product: [Si](C)(C)(C(C)(C)C)O[C@@H]1C=C2C=C[C@@H]([C@@H]([C@H]2[C@H](C1)OC(C(C)OC1=C(C=CC=C1)C(C)C)=O)CC[C@@H]1C[C@H](CC(O1)=O)O[Si](C)(C)C(C)(C)C)C ((4R,6R)-6-([1S,2S,6S,8S,8aR]-2-{1,2,6,7,8,8a-Hexahydro-6-t-butyldimethylsilyloxy-8-[(2RS)-2-(2-isopropylphenoxy)propionyloxy]-2-methyl-1-naphthyl}ethyl)tetrahydro-4-t-butyldimethylsilyloxy-2H-pyran-2-one). Yield: 97.4%. RXN SMILES: [CH:1]([C:4]1[CH:15]=[CH:14][CH:13]=[CH:12][C:5]=1[O:6][CH:7]([CH3:11])[C:8]([OH:10])=[O:9])([CH3:3])[CH3:2].[Si:16]([O:23][C@H:24]1[CH2:33][C@H:32](O)[C@H:31]2[C:26]([CH:27]=[CH:28][C@H:29]([CH3:52])[C@@H:30]2[CH2:35][CH2:36][C@H:37]2[O:42][C:41](=[O:43])[CH2:40][C@H:39]([O:44][Si:45]([C:48]([CH3:51])([CH3:50])[CH3:49])([CH3:47])[CH3:46])[CH2:38]2)=[CH:25]1)([C:19]([CH3:22])([CH3:21])[CH3:20])([CH3:18])[CH3:17]>>[Si:16]([O:23][C@H:24]1[CH2:33][C@H:32]([O:9][C:8](=[O:10])[CH:7]([O:6][C:5]2[CH:12]=[CH:13][CH:14]=[CH:15][C:4]=2[CH:1]([CH3:2])[CH3:3])[CH3:11])[C@H:31]2[C:26]([CH:27]=[CH:28][C@H:29]([CH3:52])[C@@H:30]2[CH2:35][CH2:36][C@H:37]2[O:42][C:41](=[O:43])[CH2:40][C@H:39]([O:44][Si:45]([C:48]([CH3:51])([CH3:50])[CH3:49])([CH3:46])[CH3:47])[CH2:38]2)=[CH:25]1)([C:19]([CH3:20])([CH3:21])[CH3:22])([CH3:18])[CH3:17]. Reported procedure: A procedure similar to that described in Example 1, above, was followed, but using 749 mg of (2RS)-2-(2-isopropylphenoxy)propionic acid and 1.0 g of (4R,6R)-6-{(1S,2S,6S,8S,8aR)-2-[1,2,6,7,8,8a-hexahydro-6-t-butyldimethylsilyloxy-8-hydroxy-2-methyl-1-naphthyl]ethyl}tetrahydro-4-t-butyldimethylsilyloxy-2H-pyran-2-one [prepared as described in Example B, above], give 1.31 g of the title compound as a colorless foam. The reactants are [Li+].[BH4-] (LiBH4), CO (MeOH), C(C)OC(=O)C1=NN2C(CSCC2)=C1 (6,7-dihydro-4H-pyrazolo[5,1-c][1,4]thiazine-2-carboxylic acid ethyl ester). Run in C1CCOC1 (THF). Run at temperature 40 celsius, time 3 hour. The product is N1=C(C=C2CSCCN21)CO ((6,7-Dihydro-4H-pyrazolo[5,1-c][1,4]thiazin-2-yl)methanol). Isolated yield 100.0%. RXN SMILES: [Li+].[BH4-].CO.C([O:7][C:8]([C:10]1[CH:18]=[C:13]2[CH2:14][S:15][CH2:16][CH2:17][N:12]2[N:11]=1)=O)C>C1COCC1>[N:11]1[N:12]2[C:13]([CH2:14][S:15][CH2:16][CH2:17]2)=[CH:18][C:10]=1[CH2:8][OH:7] |f:0.1|. Procedure: LiBH4 (cont. 90%) (536 mg) and MeOH (0.9 mL) was added to the THF (59 mL) solution of 6,7-dihydro-4H-pyrazolo[5,1-c][1,4]thiazine-2-carboxylic acid ethyl ester (3.13 g) under a nitrogen atmosphere at room temperature and stirred for 3 h at 40° C. The mixture was quenched with 1 mol/L HCl at pH 1 and stirred for 1 h at room temperature. Solid K2CO3 was added to the solution to adjust pH to 8 and the mixture was extracted with AcOEt. The organic layer was dried (K2CO3) and filtered. The filtrate w... The reactants are O=C1NC2=CN=CC=C2C=C1C(=O)OC (methyl 2-oxo-1,2-dihydro-1,7-naphthyridine-3-carboxylate), [OH-].[Li+] (lithium hydroxide). Solvent: C1CCOC1 (THF), O (water). Reaction conditions: temperature 65 celsius. Yields the product O=C1NC2=CN=CC=C2C=C1C(=O)O (2-oxo-1,2-dihydro-1,7-naphthyridine-3-carboxylic acid). Yield: 88.6%. As a reaction SMILES: [O:1]=[C:2]1[C:11]([C:12]([O:14]C)=[O:13])=[CH:10][C:9]2[C:4](=[CH:5][N:6]=[CH:7][CH:8]=2)[NH:3]1.[OH-].[Li+]>C1COCC1.O>[O:1]=[C:2]1[C:11]([C:12]([OH:14])=[O:13])=[CH:10][C:9]2[C:4](=[CH:5][N:6]=[CH:7][CH:8]=2)[NH:3]1 |f:1.2|. Procedure details: A mixture of methyl 2-oxo-1,2-dihydro-1,7-naphthyridine-3-carboxylate (prepared as described in WO 2010/016846)(4.22 g, 20.67 mmol) and lithium hydroxide (2.475 g, 103 mmol) in THF (50 mL) and water (50 mL) was heated at 65° C. for 1 hour. The white precipitate was filtered, washed with water, and dried to afford a white solid. The filtrate was concentrated, dissolved in water and neutralized to pH=7 with concentrated HCl to afford a white solid. The white precipitate was filtered, washed with w... The reactants are ClCCl (Dichloromethane), N1=C(C=CC=C1)C=O (pyridinecarboxaldehyde), C(C)(=O)C1=CC=CC=C1 (acetophenone), [OH-].[Na+] (sodium hydroxide). The solvent is O (water). The product is N1=CC(=CC=C1)C(C(=O)C1=CC=CC=C1)=C ((3-Pyridinyl) 1-phenyl 2 propen-1-one). Isolated yield 85.0%. RXN SMILES: [N:1]1[CH:6]=[CH:5][CH:4]=[CH:3][C:2]=1C=O.[C:9]([C:12]1[CH:17]=[CH:16][CH:15]=[CH:14][CH:13]=1)(=[O:11])[CH3:10].[OH-].[Na+].Cl[CH2:21]Cl>O>[N:1]1[CH:2]=[CH:3][CH:4]=[C:5]([C:10](=[CH2:21])[C:9]([C:12]2[CH:17]=[CH:16][CH:15]=[CH:14][CH:13]=2)=[O:11])[CH:6]=1 |f:2.3|. Reported procedure: To a suspension of 3 pyridinecarboxaldehyde (18.9 mL, 0.20 mol) and acetophenone (23.4 mL, 0.20 mol) in 200 mL water at room temperature with vigorous stirring was added dropwise 5% aqueous sodium hydroxide (200 mL) over a 45-minute period. The reaction mixture was stirred for 12 hours. White solid was formed during the reaction. Dichloromethane (500 mL) was added to dissolve the solid. The organic layer was separated, washed with water (300 mL×3), and dried over anhydrous sodium sulfate. After ... The reactants are CCOC(=O)CBr, [H-], [Na+], CN(C)C=O, O, c1ccc(-c2cc[nH]n2)cc1. The product is CCOC(=O)Cn1ccc(-c2ccccc2)n1. As a reaction SMILES: [Br:14][CH2:15][C:16](=[O:17])[O:18][CH2:19][CH3:20].[H-:1].[Na+:2].[O:22]=[CH:23][N:24]([CH3:25])[CH3:26].[OH2:21].[c:3]1(-[c:9]2[n:10][nH:11][cH:12][cH:13]2)[cH:4][cH:5][cH:6][cH:7][cH:8]1>>[c:3]1(-[c:9]2[n:10][n:11]([CH2:15][C:16](=[O:17])[O:18][CH2:19][CH3:20])[cH:12][cH:13]2)[cH:4][cH:5][cH:6][cH:7][cH:8]1.